Dataset: the Open Reaction Database (ORD), a public repository of structured organic reaction records. Task: describe an organic reaction: reactants, conditions, products, and yield As a reaction SMILES: [C:1]1([CH2:7][C:8]([O:10][CH2:11][CH3:12])=[O:9])[CH:6]=[CH:5][CH:4]=[CH:3][CH:2]=1.[Cl-].[Al+3].[Cl-].[Cl-].[C:17](Cl)(=[O:28])[CH2:18][CH2:19][CH2:20][CH2:21][CH2:22][CH2:23][CH2:24][CH2:25][CH2:26][CH3:27].[BH4-].[Na+]>Cl>[OH:28][CH:17]([C:4]1[CH:5]=[CH:6][C:1]([CH2:7][C:8]([O:10][CH2:11][CH3:12])=[O:9])=[CH:2][CH:3]=1)[CH2:18][CH2:19][CH2:20][CH2:21][CH2:22][CH2:23][CH2:24][CH2:25][CH2:26][CH3:27] |f:1.2.3.4,6.7|. Run in Cl (hydrochloric acid), Cl (hydrochloric acid). Reactants: C1(=CC=CC=C1)CC(=O)OCC (ethyl phenylacetate), [Cl-].[Al+3].[Cl-].[Cl-] (aluminium chloride), C(CCCCCCCCCC)(=O)Cl (undecanoyl chloride), [BH4-].[Na+] (sodium borohydride), ice. Isolated yield 41.0%. Yields the product OC(CCCCCCCCCC)C1=CC=C(C=C1)CC(=O)OCC (ethyl 4-(1-hydroxyundecyl)phenylacetate). Run at temperature 50 celsius, time 4 hour. Procedure details: To a solution of ethyl phenylacetate (13.1 g, 0.08 mol) and aluminium chloride (24.5 g, 0.18 mol) was added undecanoyl chloride (20 ml) at -10° C. The reaction mixture was stirred for 20 minutes at room temperature and further for 4 hours at 50° C., and then poured into the mixture of concentrated hydrochloric acid (40 ml) and ice (160 g). The resultant precipitate was extracted with ethyl acetate, and the organic layer was washed with water, dried and concentrated under reduced pressure. The re... The reactants are C=O, CCOCC, O=CO, Fc1cc(F)cc(C2(F)CCNC2)c1, O. Product: CN1CCC(F)(c2cc(F)cc(F)c2)C1. Reaction SMILES: [CH2:24]=[O:25].[CH3:16][CH2:17][O:18][CH2:19][CH3:20].[CH:21]([OH:22])=[O:23].[F:1][c:2]1[cH:3][c:4]([C:9]2([F:14])[CH2:10][NH:11][CH2:12][CH2:13]2)[cH:5][c:6]([F:8])[cH:7]1.[OH2:15]>>[F:1][c:2]1[cH:3][c:4]([C:9]2([F:14])[CH2:10][N:11]([CH3:16])[CH2:12][CH2:13]2)[cH:5][c:6]([F:8])[cH:7]1. Reactants: C1(=CC=CC=C1)P(C1=CC=CC=2C(C3=CC=CC(=C3OC12)P(C1=CC=CC=C1)C1=CC=CC=C1)(C)C)C1=CC=CC=C1 (4,5-bis(diphenyl-phosphino)-9,9-dimethylxanthene), CC(C)([O-])C.[Na+] (sodium tert-butoxide), N1CCOCC1 (morpholine), BrC1=NC=C(C=C1)I (2-bromo-5-iodo-pyridine). Reagents/catalysts: C=1C=CC(=CC1)/C=C/C(=O)/C=C/C2=CC=CC=C2.C=1C=CC(=CC1)/C=C/C(=O)/C=C/C2=CC=CC=C2.C=1C=CC(=CC1)/C=C/C(=O)/C=C/C2=CC=CC=C2.[Pd].[Pd] (Tris(dibenzylideneacetone)dipalladium). The solvent is C1(=CC=CC=C1)C (toluene), C(C)(=O)OCC (ethyl acetate), O (Water). Reaction conditions: time 8 hour. The product is BrC1=CC=C(C=N1)N1CCOCC1 (4-(6-Bromo-pyridin-3-yl)-morpholine). As a reaction SMILES: C1(P(C2C=CC=CC=2)C2C3OC4C(=CC=CC=4P(C4C=CC=CC=4)C4C=CC=CC=4)C(C)(C)C=3C=CC=2)C=CC=CC=1.CC(C)([O-])C.[Na+].[NH:49]1[CH2:54][CH2:53][O:52][CH2:51][CH2:50]1.[Br:55][C:56]1[CH:61]=[CH:60][C:59](I)=[CH:58][N:57]=1>C1(C)C=CC=CC=1.C1C=CC(/C=C/C(/C=C/C2C=CC=CC=2)=O)=CC=1.C1C=CC(/C=C/C(/C=C/C2C=CC=CC=2)=O)=CC=1.C1C=CC(/C=C/C(/C=C/C2C=CC=CC=2)=O)=CC=1.[Pd].[Pd].C(OCC)(=O)C.O>[Br:55][C:56]1[N:57]=[CH:58][C:59]([N:49]2[CH2:54][CH2:53][O:52][CH2:51][CH2:50]2)=[CH:60][CH:61]=1 |f:1.2,6.7.8.9.10|. Procedure: Tris(dibenzylideneacetone)dipalladium (840 mg) and 4,5-bis(diphenyl-phosphino)-9,9-dimethylxanthene (1.6 g) and sodium tert-butoxide (6.6 g) were added to a solution of morpholine (2 ml) and 2-bromo-5-iodo-pyridine (7.8 g) in toluene (230 ml), and the mixture was stirred under nitrogen atmosphere at room temperature overnight. Water and ethyl acetate were added to the mixture and the organic layer was separated, washed with a saturated brine, dried over magnesium sulfate and concentrated in vacu... Procedure details: 6.3 gm (0.02 mol) of 1-(2-cyano-4-chlorphenoxy)-2-hydroxy-3-tert.-butylamino propane hydrochloride were dissolved in 100 ml of methanol containing 10 ml of NH3 and the mixture was hydrogenated under normal pressure at 20° C. over Raney-nickel. After separation of the catalyst, the solvent was distilled off in vacuo, and the residue was admixed with ether and water. After an addition of a small amount of NaOH, the aqueous phase was separated and the organic phase was washed with water and dried o... The solvent is CO (methanol), N (NH3). The reactants are Cl.C(#N)C1=C(OCC(CNC(C)(C)C)O)C=CC(=C1)Cl (1-(2-cyano-4-chlorphenoxy)-2-hydroxy-3-tert.-butylamino propane hydrochloride). Reagents/catalysts: [Ni] (Raney-nickel). RXN SMILES: Cl.[C:2]([C:4]1[CH:19]=[C:18]([Cl:20])[CH:17]=[CH:16][C:5]=1[O:6][CH2:7][CH:8]([OH:15])[CH2:9][NH:10][C:11]([CH3:14])([CH3:13])[CH3:12])#[N:3]>CO.N.[Ni]>[NH2:3][CH2:2][C:4]1[CH:19]=[C:18]([Cl:20])[CH:17]=[CH:16][C:5]=1[O:6][CH2:7][CH:8]([OH:15])[CH2:9][NH:10][C:11]([CH3:14])([CH3:13])[CH3:12] |f:0.1|. Yields the product NCC1=C(OCC(CNC(C)(C)C)O)C=CC(=C1)Cl (1-(2-aminomethyl-4-chloro-phenoxy)-2-hydroxy-3-tert.-butylamino propane). The reactants are C(C1=CC=CC=C1)N1CCN(CC1)C1=C(C=C2C(NCC2)=O)C=CC=C1 (3-[2-(4-benzyl -piperazin-1-yl)-benzylidene]-pyrrolidin-2-one). Reagents/catalysts: [Pd] (Pd/C). Run in CO (methanol). Product: N1(CCNCC1)C1=C(CC2C(NCC2)=O)C=CC=C1 (3-(2-piperazin-1-yl-benzyl)-pyrrolidin-2-one). Isolated yield 80.8%. Reaction SMILES: C([N:8]1[CH2:13][CH2:12][N:11]([C:14]2[CH:26]=[CH:25][CH:24]=[CH:23][C:15]=2[CH:16]=[C:17]2[CH2:21][CH2:20][NH:19][C:18]2=[O:22])[CH2:10][CH2:9]1)C1C=CC=CC=1>CO.[Pd]>[N:11]1([C:14]2[CH:26]=[CH:25][CH:24]=[CH:23][C:15]=2[CH2:16][CH:17]2[CH2:21][CH2:20][NH:19][C:18]2=[O:22])[CH2:10][CH2:9][NH:8][CH2:13][CH2:12]1. Procedure: A mixture of 25 g of benzylpiperazine (1) and 10 g of 2-fluorobenzaldehyde (2) were allowed to react in refluxing dioxane/water (1:2, 90 mL total volume) for 24 hours in the presence of 17 g K2CO3. The resultant reaction mixture was allowed to cool to room temperature, was extracted with methylene chloride and the organic layer was then washed with water, 5% hydrochloric acid, brine, and was then dried over magnesium sulfate, was filtered, and the solvent was removed in vacuo. Purification by si... The reactants are [Li]CCCC, COc1ccc(F)c(C)c1, CON(C)C(=O)c1ccc(Cl)nc1N, C1CCOC1. Product: COc1cc(C)c(F)cc1C(=O)c1ccc(Cl)nc1N. As a reaction SMILES: [CH2:11]([Li:12])[CH2:13][CH2:14][CH3:15].[F:1][c:2]1[c:3]([CH3:10])[cH:4][c:5]([O:8][CH3:9])[cH:6][cH:7]1.[NH2:16][c:17]1[c:18]([C:19](=[O:20])[N:21]([O:22][CH3:23])[CH3:24])[cH:25][cH:26][c:27]([Cl:29])[n:28]1.[O:30]1[CH2:31][CH2:32][CH2:33][CH2:34]1>>[F:1][c:2]1[c:3]([CH3:10])[cH:4][c:5]([O:8][CH3:9])[c:6]([C:19]([c:18]2[c:17]([NH2:16])[n:28][c:27]([Cl:29])[cH:26][cH:25]2)=[O:20])[cH:7]1.